Dataset: the Open Reaction Database (ORD), a public repository of structured organic reaction records. Task: describe an organic reaction: reactants, conditions, products, and yield Starting materials: Br[Zn]CCCC#N (Bromo(3-cyanopropyl)-zinc), ClC1=NC2=CC=C(C(=C2C=C1)NC(CC1CCCCC1)=O)Cl (N-(2,6-dichloro-5-quinolinyl)-cyclohexaneacetamide). The reagents and catalysts are C=1C=CC(=CC1)[P](C=2C=CC=CC2)(C=3C=CC=CC3)[Pd]([P](C=4C=CC=CC4)(C=5C=CC=CC5)C=6C=CC=CC6)([P](C=7C=CC=CC7)(C=8C=CC=CC8)C=9C=CC=CC9)[P](C=1C=CC=CC1)(C=1C=CC=CC1)C=1C=CC=CC1 (tetrakis(triphenylphosphine)palladium(0)). Solvent: [Cl-].[NH4+] (ammonium chloride). Product: ClC=1C(=C2C=CC(=NC2=CC1)CCCC#N)NC(CC1CCCCC1)=O (N-[6-chloro-2-(3-cyanopropyl)-5-quinolinyl]-cyclohexaneacetamide). RXN SMILES: Br[Zn][CH2:3][CH2:4][CH2:5][C:6]#[N:7].Cl[C:9]1[CH:18]=[CH:17][C:16]2[C:11](=[CH:12][CH:13]=[C:14]([Cl:29])[C:15]=2[NH:19][C:20](=[O:28])[CH2:21][CH:22]2[CH2:27][CH2:26][CH2:25][CH2:24][CH2:23]2)[N:10]=1>C1C=CC([P]([Pd]([P](C2C=CC=CC=2)(C2C=CC=CC=2)C2C=CC=CC=2)([P](C2C=CC=CC=2)(C2C=CC=CC=2)C2C=CC=CC=2)[P](C2C=CC=CC=2)(C2C=CC=CC=2)C2C=CC=CC=2)(C2C=CC=CC=2)C2C=CC=CC=2)=CC=1.[Cl-].[NH4+]>[Cl:29][C:14]1[C:15]([NH:19][C:20](=[O:28])[CH2:21][CH:22]2[CH2:27][CH2:26][CH2:25][CH2:24][CH2:23]2)=[C:16]2[C:11](=[CH:12][CH:13]=1)[N:10]=[C:9]([CH2:3][CH2:4][CH2:5][C:6]#[N:7])[CH:18]=[CH:17]2 |f:3.4,^1:33,35,54,73|. Reported procedure: Bromo(3-cyanopropyl)-zinc (30 mL, 0.5 M in tetrahydrofuran) and tetrakis(triphenylphosphine)palladium(0) (86 mg) were added to N-(2,6-dichloro-5-quinolinyl)-cyclohexaneacetamide (Example 1(a)) (500 mg). The reaction mixture was heated to reflux for 30 minutes. The mixture was cooled to room temperature and then poured into aqueous saturated ammonium chloride solution (50 mL) and extracted with ethyl acetate (3×50 mL). The combined organic extracts were dried, filtered and evaporated. Purificatio... RXN SMILES: [Br:13][CH2:14][CH:15]1[CH2:16][CH2:17][CH2:18][CH2:19][O:20]1.[Cl:1][CH2:2][c:3]1[cH:4][cH:5][c:6]([C:9]([F:10])([F:11])[F:12])[n:7][cH:8]1.[NH:21]1[C:22](=[O:42])[C:23]2([CH2:24][O:25][c:26]3[cH:27][c:28]4[c:29]([cH:34][c:35]32)[O:30][CH2:31][CH2:32][O:33]4)[c:36]2[cH:37][cH:38][cH:39][cH:40][c:41]21>>[CH2:2]([c:3]1[cH:4][cH:5][c:6]([C:9]([F:10])([F:11])[F:12])[n:7][cH:8]1)[N:21]1[C:22](=[O:42])[C:23]2([CH2:24][O:25][c:26]3[cH:27][c:28]4[c:29]([cH:34][c:35]32)[O:30][CH2:31][CH2:32][O:33]4)[c:36]2[cH:37][cH:38][cH:39][cH:40][c:41]21. The product is O=C1N(Cc2ccc(C(F)(F)F)nc2)c2ccccc2C12COc1cc3c(cc12)OCCO3. The reactants are BrCC1CCCCO1, FC(F)(F)c1ccc(CCl)cn1, O=C1Nc2ccccc2C12COc1cc3c(cc12)OCCO3. Reactants: C(=O)([O-])[O-].[Cs+].[Cs+] (Cs2CO3), C(C)OC(=O)C1=CC2=C(CCO2)C(=C1)O (4-hydroxy-2,3-dihydro-benzofuran-6-carboxylic acid ethyl ester), COC(=O)C=1C=C(C=C2C1CC(O2)C)OC2=CC=C(C=C2)S(=O)(=O)C (6-(4-methanesulfonyl-phenoxy)-2-methyl-2,3-dihydro-benzofuran-4-carboxylic acid methyl ester), CS(=O)(=O)C1=CC=C(C=C1)F (4-fluorophenyl methyl sulfone). The product is C(C)OC(=O)C1=CC2=C(CCO2)C(=C1)OC1=CC=C(C=C1)S(=O)(=O)C (4-(4-Methanesulfonyl-phenoxy)-2,3-dihydro-benzofuran-6-carboxylic acid ethyl ester), oil. Isolated yield 36.0%. As a reaction SMILES: [CH3:1][O:2][C:3]([C:5]1[CH:6]=[C:7]([O:15][C:16]2[CH:21]=[CH:20][C:19]([S:22]([CH3:25])(=[O:24])=[O:23])=[CH:18][CH:17]=2)[CH:8]=[C:9]2[O:13][CH:12]([CH3:14])C[C:10]=12)=[O:4].[CH3:26]S(C1C=CC(F)=CC=1)(=O)=O.C([O-])([O-])=O.[Cs+].[Cs+].C(OC(C1C=C(O)C2CCOC=2C=1)=O)C>>[CH2:1]([O:2][C:3]([C:5]1[CH:6]=[C:7]([O:15][C:16]2[CH:17]=[CH:18][C:19]([S:22]([CH3:25])(=[O:23])=[O:24])=[CH:20][CH:21]=2)[C:8]2[CH2:14][CH2:12][O:13][C:9]=2[CH:10]=1)=[O:4])[CH3:26] |f:2.3.4|. Procedure: The title compound was prepared in a similar manner as described for Intermediate 1f, from 4-fluorophenyl methyl sulfone (285 mg, 1.64 mmol), Cs2CO3 (997 mg, 3.06 mmol), and 4-hydroxy-2,3-dihydro-benzofuran-6-carboxylic acid ethyl ester (8b) (315 mg, 1.51 mmol). Purification by column chromatography eluting with 10-20% EtOAC in hexanes gave a pale yellow oil (199 mg, 36% yield). 1H NMR (400 MHz, CDCl3) δ 7.90-7.97 (m, 2 H) 7.34 (d, J=4.29 Hz, 1 H) 7.24-7.29 (m, 1 H) 7.07-7.13 (m, 2 H) 4.67 (m, 2...